This data is from the Open Reaction Database (ORD), a public repository of structured organic reaction records. The task is: describe an organic reaction: reactants, conditions, products, and yield Reactants: BrB(Br)Br, COc1ccc2c(cnn2CC(C)C)c1, ClCCl, O. Product: CC(C)Cn1ncc2cc(O)ccc21. RXN SMILES: [B:16]([Br:17])([Br:18])[Br:19].[CH2:1]([CH:2]([CH3:3])[CH3:4])[n:5]1[n:6][cH:7][c:8]2[cH:9][c:10]([O:14][CH3:15])[cH:11][cH:12][c:13]12.[Cl:21][CH2:22][Cl:23].[OH2:20]>>[CH2:1]([CH:2]([CH3:3])[CH3:4])[n:5]1[n:6][cH:7][c:8]2[cH:9][c:10]([OH:14])[cH:11][cH:12][c:13]12.